From a dataset of the Open Reaction Database (ORD), a public repository of structured organic reaction records. describe an organic reaction: reactants, conditions, products, and yield Reactants: 198, OCCNN (hydroxyethyl hydrazine), O=C(C(=O)OCC)CC(C)=O (ethyl 2,4-dioxovalerate), C(C)N1N=C(C=C1CC)C(=O)O (1,5-Diethylpyrazole-3-carboxylic acid). Solvent: C(Cl)Cl (CH2Cl2). Product: OCCN1N=C(C=C1C)C(=O)OCC (Ethyl 1-(2-hydroxyethyl)-5-methylpyrazole-3-carboxylate). As a reaction SMILES: [OH:1][CH2:2][CH2:3][NH:4][NH2:5].O=[C:7]([CH2:13][C:14](=O)[CH3:15])[C:8]([O:10][CH2:11][CH3:12])=[O:9].C(N1C(CC)=CC(C(O)=O)=N1)C>C(Cl)Cl>[OH:1][CH2:2][CH2:3][N:4]1[C:14]([CH3:15])=[CH:13][C:7]([C:8]([O:10][CH2:11][CH3:12])=[O:9])=[N:5]1. Reported procedure: The title compound was prepared from hydroxyethyl hydrazine (3.64 g, 50 mM) and ethyl 2,4-dioxovalerate (8.5 g, 50 mM) as described in Example 1 Preparation 1 as a colourless oil (9.39 g, 95%); νmax (CH2Cl2) 1700 cm-1 ; δH (CDCl3) 1.39 (3H, t, J7 Hz), 2.40 (3H, s), 2.98 (2H, t, J7 Hz), 4.33-4.48 (4H,m), and 6.39 (1H, s); E.I m/e 198 (95%). Starting materials: [N+](=O)([O-])C1=CC=CC=2OCCOC21 (5-Nitro-2,3-dihydro-1,4-benzodioxin), Cl (HCl). The reagents and catalysts are [Pd] (Pd/C). Solvent: C(C)O (ethanol). The product is O1CCOC2=C1C=CC=C2N (2,3-Dihydro-1,4-benzodioxin-5-amine). Isolated yield 102.0%. As a reaction SMILES: [N+:1]([C:4]1[C:13]2[O:12][CH2:11][CH2:10][O:9][C:8]=2[CH:7]=[CH:6][CH:5]=1)([O-])=O.Cl>C(O)C.[Pd]>[O:9]1[C:8]2[CH:7]=[CH:6][CH:5]=[C:4]([NH2:1])[C:13]=2[O:12][CH2:11][CH2:10]1. Reported procedure: 5-Nitro-2,3-dihydro-1,4-benzodioxin (5.4 g; 29.83 mmol) was dissolved in ethanol (130 ml) and conc.HCl added (1.13 ml; 29.83 mmol) this was then stirred with 10% Pd/C under hydrogen at rt and atmospheric pressure overnight. The catalyst was then filtered off and washed with MeOH. The solvents were removed and the crude purified by SCX. Fractions containing product were concentrated to give the desired product (4.6 g). Reactants: O=[N+]([O-])c1ccc(Br)cc1Nc1ccccc1, C1CNCCN1, CN1CCCC1=O. Yields the product O=[N+]([O-])c1ccc(N2CCNCC2)cc1Nc1ccccc1. RXN SMILES: [Br:1][c:2]1[cH:3][cH:4][c:5]([N+:15](=[O:16])[O-:17])[c:6]([NH:8][c:9]2[cH:10][cH:11][cH:12][cH:13][cH:14]2)[cH:7]1.[CH2:18]1[CH2:19][NH:20][CH2:21][CH2:22][NH:23]1.[CH3:24][N:25]1[CH2:26][CH2:27][CH2:28][C:29]1=[O:30]>>[c:2]1([N:20]2[CH2:19][CH2:18][NH:23][CH2:22][CH2:21]2)[cH:3][cH:4][c:5]([N+:15](=[O:16])[O-:17])[c:6]([NH:8][c:9]2[cH:10][cH:11][cH:12][cH:13][cH:14]2)[cH:7]1. Reactants: N#Cc1cccc(-c2ccc(C(=O)O)cn2)c1, CN(C)C=O, NC1CCN(CC(F)(F)F)CC1. Product: N#Cc1cccc(-c2ccc(C(=O)NC3CCN(CC(F)(F)F)CC3)cn2)c1. As a reaction SMILES: [C:1](#[N:2])[c:3]1[cH:4][c:5](-[c:9]2[n:10][cH:11][c:12]([C:13](=[O:14])[OH:15])[cH:16][cH:17]2)[cH:6][cH:7][cH:8]1.[CH3:30][N:31]([CH3:32])[CH:33]=[O:34].[F:18][C:19]([CH2:20][N:21]1[CH2:22][CH2:23][CH:24]([NH2:27])[CH2:25][CH2:26]1)([F:28])[F:29]>>[C:1](#[N:2])[c:3]1[cH:4][c:5](-[c:9]2[n:10][cH:11][c:12]([C:13](=[O:15])[NH:27][CH:24]3[CH2:23][CH2:22][N:21]([CH2:20][C:19]([F:18])([F:28])[F:29])[CH2:26][CH2:25]3)[cH:16][cH:17]2)[cH:6][cH:7][cH:8]1. Starting materials: CN(C)C=O, ClCc1nccs1, Nc1ncccc1-c1cc(Cc2ccc(O)cc2)no1, [Na+], C1CCOC1, [OH-]. The product is Nc1ncccc1-c1cc(Cc2ccc(OCc3nccs3)cc2)no1. RXN SMILES: [CH3:35][N:36]([CH3:37])[CH:38]=[O:39].[Cl:28][CH2:29][c:30]1[s:31][cH:32][cH:33][n:34]1.[NH2:1][c:2]1[n:3][cH:4][cH:5][cH:6][c:7]1-[c:8]1[cH:9][c:10]([CH2:13][c:14]2[cH:15][cH:16][c:17]([OH:20])[cH:18][cH:19]2)[n:11][o:12]1.[Na+:27].[O:21]1[CH2:22][CH2:23][CH2:24][CH2:25]1.[OH-:26]>>[NH2:1][c:2]1[n:3][cH:4][cH:5][cH:6][c:7]1-[c:8]1[cH:9][c:10]([CH2:13][c:14]2[cH:15][cH:16][c:17]([O:20][CH2:29][c:30]3[s:31][cH:32][cH:33][n:34]3)[cH:18][cH:19]2)[n:11][o:12]1.